This data is from the Open Reaction Database (ORD), a public repository of structured organic reaction records. The task is: describe an organic reaction: reactants, conditions, products, and yield Starting materials: C1CCOC1, CN(C)CC(=O)Cl, CCCC1=NNC(=O)C1=C1C=C(Sc2ccc(N)cc2)c2ccccc2N1. Yields the product CCCC1=NNC(=O)C1=C1C=C(Sc2ccc(NC(=O)CN(C)C)cc2)c2ccccc2N1. Reaction SMILES: [CH2:35]1[O:36][CH2:37][CH2:38][CH2:39]1.[CH3:28][N:29]([CH2:30][C:31](=[O:32])[Cl:33])[CH3:34].[NH2:1][c:2]1[cH:3][cH:4][c:5]([S:8][C:9]2=[CH:10][C:11](=[C:19]3[C:20]([CH2:25][CH2:26][CH3:27])=[N:21][NH:22][C:23]3=[O:24])[NH:12][c:13]3[cH:14][cH:15][cH:16][cH:17][c:18]32)[cH:6][cH:7]1>>[NH:1]([c:2]1[cH:3][cH:4][c:5]([S:8][C:9]2=[CH:10][C:11](=[C:19]3[C:20]([CH2:25][CH2:26][CH3:27])=[N:21][NH:22][C:23]3=[O:24])[NH:12][c:13]3[cH:14][cH:15][cH:16][cH:17][c:18]32)[cH:6][cH:7]1)[C:31]([CH2:30][N:29]([CH3:28])[CH3:34])=[O:32]. The solvent is ClCCCl (1,2-dichloroethane). Reactants: [O-]S(=O)(=O)C(F)(F)F.F[N+]1=C(C=C(C=C1C)C)C (1-Fluoro-2,4,6-trimethyl-pyridinium triflate), ClC=1C=CC(=C(C1)N1C(C=2N(C(=CC2C1=O)C1=C(C=CC=C1)OC)C(C)C)C1=CC=C(C=C1)Cl)C (5-(5-chloro-2-methyl-phenyl)-6-(4-chloro-phenyl)-1-isopropyl-2-(2-methoxy-phenyl)-5,6-dihydro-1H-pyrrolo[3,4-b]pyrrol-4-one), aqueous solution, S(=O)([O-])[O-].[Na+].[Na+] (sodium sulfite). Reported procedure: 1-Fluoro-2,4,6-trimethyl-pyridinium triflate (0.902 mmol) was added to a solution of 5-(5-chloro-2-methyl-phenyl)-6-(4-chloro-phenyl)-1-isopropyl-2-(2-methoxy-phenyl)-5,6-dihydro-1H-pyrrolo[3,4-b]pyrrol-4-one (Example 9) (0.301 mmol) in 1,2-dichloroethane (4 mL) and then the mixture was heated to 80° C. in the dark. After 16 h, the reaction mixture was cooled to rt, poured into a 2% aqueous solution of sodium sulfite and extracted with EtOAc (2×). The combined organic layers were successively wa... As a reaction SMILES: [O-]S([C:5]([F:8])(F)F)(=O)=O.F[N+]1C(C)=CC(C)=CC=1C.[Cl:19][C:20]1[CH:21]=[CH:22][C:23]([CH3:53])=[C:24]([N:26]2[C:33](=[O:34])[C:32]3C=[C:30]([C:35]4[CH:40]=[CH:39][CH:38]=[CH:37][C:36]=4[O:41][CH3:42])[N:29]([CH:43]([CH3:45])[CH3:44])[C:28]=3[CH:27]2[C:46]2[CH:51]=[CH:50][C:49]([Cl:52])=[CH:48][CH:47]=2)[CH:25]=1.S([O-])([O-])=O.[Na+].[Na+]>ClCCCl>[Cl:19][C:20]1[CH:21]=[CH:22][C:23]([CH3:53])=[C:24]([N:26]2[C:33](=[O:34])[C:32]3[C:5]([F:8])=[C:30]([C:35]4[CH:40]=[CH:39][CH:38]=[CH:37][C:36]=4[O:41][CH3:42])[N:29]([CH:43]([CH3:45])[CH3:44])[C:28]=3[CH:27]2[C:46]2[CH:51]=[CH:50][C:49]([Cl:52])=[CH:48][CH:47]=2)[CH:25]=1 |f:0.1,3.4.5|. Yields the product ClC=1C=CC(=C(C1)N1C(C=2N(C(=C(C2C1=O)F)C1=C(C=CC=C1)OC)C(C)C)C1=CC=C(C=C1)Cl)C (5-(5-Chloro-2-methyl-phenyl)-6-(4-chloro-phenyl)-3-fluoro-1-isopropyl-2-(2-methoxy-phenyl)-5,6-dihydro-1H-pyrrolo[3,4-b]pyrrol-4-one). Conditions: temperature 80 celsius, time 16 hour. Reactants: COC1=C(OC)C(=O)C(CCCCCCCCCCCCOC(C)=O)=C(C)C1=O, O=C([O-])O, CO, Cl, [Na+]. Yields the product COC1=C(OC)C(=O)C(CCCCCCCCCCCCO)=C(C)C1=O. Reaction SMILES: [C:1](=[O:2])([CH3:3])[O:4][CH2:5][CH2:6][CH2:7][CH2:8][CH2:9][CH2:10][CH2:11][CH2:12][CH2:13][CH2:14][CH2:15][CH2:16][C:17]1=[C:18]([CH3:29])[C:19](=[O:28])[C:20]([O:26][CH3:27])=[C:21]([O:24][CH3:25])[C:22]1=[O:23].[C:31](=[O:32])([O-:33])[OH:34].[CH3:36][OH:37].[ClH:30].[Na+:35]>>[OH:4][CH2:5][CH2:6][CH2:7][CH2:8][CH2:9][CH2:10][CH2:11][CH2:12][CH2:13][CH2:14][CH2:15][CH2:16][C:17]1=[C:18]([CH3:29])[C:19](=[O:28])[C:20]([O:26][CH3:27])=[C:21]([O:24][CH3:25])[C:22]1=[O:23]. Reactants: COC(N(C=CC(=C)C)C(C)C)=O (N-isopropyl-N-(3-methyl-1,3-butadienyl)-carbamic acid methyl ester), [S] (sulphur), C(C=C)#N (acrylonitrile), C(C)(C)N(C(=O)OC)C1C(CCC(=C1)C)C#N (2-(N-isopropyl-N-carbomethoxyamino)-4-methyl-3-cyclohexene-nitrile). Reaction conditions: time 1 hour. The product is C(C)(C)N(C(=O)OC)C1=C(C#N)C=CC(=C1)C (2-(N-Isopropyl-N-carbomethoxyamino)-4-methyl-benzonitrile). RXN SMILES: COC(=O)N(C(C)C)C=CC(C)=C.C(#N)C=C.[CH:18]([N:21]([CH:26]1[CH:31]=[C:30]([CH3:32])[CH2:29][CH2:28][CH:27]1[C:33]#[N:34])[C:22]([O:24][CH3:25])=[O:23])([CH3:20])[CH3:19].[S]>>[CH:18]([N:21]([C:26]1[CH:31]=[C:30]([CH3:32])[CH:29]=[CH:28][C:27]=1[C:33]#[N:34])[C:22]([O:24][CH3:25])=[O:23])([CH3:20])[CH3:19] |^3:34|. Procedure: 915 g N-isopropyl-N-(3-methyl-1,3-butadienyl)-carbamic acid methyl ester are heated without a solvent to 120° C. and 345 g acrylonitrile added dropwise. After completion of the addition the mixture is stirred for 1 hour at 140°. The resulting 2-(N-isopropyl-N-carbomethoxyamino)-4-methyl-3-cyclohexene-nitrile is heated at 200° and treated over a period of 2 hours portionwise with 386 g powdered sulphur. The reaction mixture is then stirred for 2 hours at 205° C. The resulting mixture is distilled...